This data is from the Open Reaction Database (ORD), a public repository of structured organic reaction records. The task is: describe an organic reaction: reactants, conditions, products, and yield Reactants: C1CCOC1, CN1CCOCC1CO, [H-], O=C(Oc1ccc([N+](=O)[O-])cc1)N1CCN(c2ccc(F)cc2F)CC1, [Na+]. Yields the product CN1CCOCC1COC(=O)N1CCN(c2ccc(F)cc2F)CC1. Reaction SMILES: [CH2:38]1[O:39][CH2:40][CH2:41][CH2:42]1.[CH3:1][N:2]1[CH:3]([CH2:8][OH:9])[CH2:4][O:5][CH2:6][CH2:7]1.[H-:11].[N+:12]([c:13]1[cH:14][cH:15][c:16]([O:21][C:22](=[O:17])[N:24]2[CH2:25][CH2:26][N:27]([c:30]3[c:31]([F:37])[cH:32][c:33]([F:36])[cH:34][cH:35]3)[CH2:28][CH2:29]2)[cH:18][cH:19]1)([O-:20])=[O:23].[Na+:10]>>[CH3:1][N:2]1[CH:3]([CH2:8][O:9][C:22](=[O:21])[N:24]2[CH2:25][CH2:26][N:27]([c:30]3[c:31]([F:37])[cH:32][c:33]([F:36])[cH:34][cH:35]3)[CH2:28][CH2:29]2)[CH2:4][O:5][CH2:6][CH2:7]1. The reactants are CSC(=NC#N)NC1CCCc2ccccc21, CC(C)N, CC#N. Yields the product CC(C)NC(=NC#N)NC1CCCc2ccccc21. Reaction SMILES: [C:1](#[N:2])[N:3]=[C:4]([NH:5][CH:6]1[CH2:7][CH2:8][CH2:9][c:10]2[cH:11][cH:12][cH:13][cH:14][c:15]21)[S:16][CH3:17].[CH3:18][CH:19]([CH3:20])[NH2:21].[CH3:22][C:23]#[N:24]>>[C:1](#[N:2])[N:3]=[C:4]([NH:5][CH:6]1[CH2:7][CH2:8][CH2:9][c:10]2[cH:11][cH:12][cH:13][cH:14][c:15]21)[NH:21][CH:19]([CH3:18])[CH3:20]. Product: COCC(NC(=O)OC(C)(C)C)c1cccc(CCNC(=O)OCc2ccccc2)c1. The reactants are CC(C)(C)OC(=O)NC(CO)c1cccc(CCNC(=O)OCc2ccccc2)c1, CC[N+](CC)(CC)Cc1ccccc1, CI, [Cl-], ClCCl, [Na+], [OH-]. RXN SMILES: [C:3]([CH3:4])([CH3:5])([CH3:6])[O:7][C:8](=[O:9])[NH:10][CH:11]([CH2:12][OH:13])[c:14]1[cH:15][c:16]([CH2:17][CH2:18][NH:19][C:20]([O:21][CH2:22][c:23]2[cH:24][cH:25][cH:26][cH:27][cH:28]2)=[O:29])[cH:30][cH:31][cH:32]1.[CH2:36]([N+:37]([CH2:38][CH3:39])([CH2:40][CH3:41])[CH2:42][CH3:43])[c:44]1[cH:45][cH:46][cH:47][cH:48][cH:49]1.[CH3:1][I:2].[Cl-:35].[Cl:50][CH2:51][Cl:52].[Na+:34].[OH-:33]>>[CH3:1][O:13][CH2:12][CH:11]([NH:10][C:8]([O:7][C:3]([CH3:4])([CH3:5])[CH3:6])=[O:9])[c:14]1[cH:15][c:16]([CH2:17][CH2:18][NH:19][C:20]([O:21][CH2:22][c:23]2[cH:24][cH:25][cH:26][cH:27][cH:28]2)=[O:29])[cH:30][cH:31][cH:32]1. The reactants are Br.BrC1C(CCNC(C1)C)=O (5-bromo-7-methyl-azepan-4-one hydrobromide), Br.BrC1CNC(CCC1=O)C (3-bromo-7-methyl-azepan-4-one hydrobromide), C(C)(=S)N (thioacetamide). The solvent is CCO (EtOH). The product is Br.CC=1SC=2CNC(CCC2N1)C.Br.CC=1SC2=C(CCNC(C2)C)N1 (2,7-dimethyl-5,6,7,8-tetrahydro-4H-thiazolo[4,5-d]azepine hydrobromide 2,6-dimethyl-5,6,7,8-tetrahydro-4H-thiazolo[5,4-c]azepine hydrobromide). As a reaction SMILES: Br.[Br:2][CH:3]1[CH2:9][CH:8]([CH3:10])[NH:7][CH2:6][CH2:5][C:4]1=O.Br.[Br:13][CH:14]1[C:20](=O)[CH2:19][CH2:18][CH:17]([CH3:22])[NH:16][CH2:15]1.[C:23]([NH2:26])(=[S:25])[CH3:24]>CCO>[BrH:2].[CH3:24][C:23]1[S:25][C:5]2[CH2:6][NH:7][CH:8]([CH3:10])[CH2:9][CH2:3][C:4]=2[N:26]=1.[BrH:13].[CH3:24][C:23]1[S:25][C:19]2[CH2:18][CH:17]([CH3:22])[NH:16][CH2:15][CH2:14][C:20]=2[N:26]=1 |f:0.1,2.3,6.7.8.9|. Procedure: A mixture of 33 g 5-bromo-7-methyl-azepan-4-one hydrobromide and 3-bromo-7-methyl-azepan-4-one hydrobromide and 8.6 g thioacetamide in 400 mL dry EtOH was refluxed overnight. The reaction mixture was concentrated to give 30 g of the desired product, which was used for the next step without further purification. Rf: 0.2 (DCM/MeOH=20/1), (M+H)+=183 The reactants are carboxylic acid, O1CCOC2=C1C=CC(=C2)C=O (1,4-Benzodioxan-6-carboxaldehyde), C(=O)(C=1NC=CN1)C=1NC=CN1 (carbonyl diimidazole), CC(C(=O)Cl)(C)C (trimethylacetyl chloride), N1CC=CC1 (3-pyrroline), Compound V, C(C)[NH+](CC)CC (triethylammonium). The product is O1CCOC2=C1C=CC=C2C(=O)N2CC=CC2 (1-(1,4-benzodioxan-5-ylcarbonyl)-3-pyrroline). RXN SMILES: [O:1]1[C:6]2[CH:7]=[CH:8][C:9](C=O)=[CH:10][C:5]=2[O:4][CH2:3][CH2:2]1.[NH:13]1[CH2:17][CH:16]=[CH:15][CH2:14]1.[C:18](C1NC=CN=1)(C1NC=CN=1)=[O:19].C([NH+](CC)CC)C.CC(C)(C)C(Cl)=O>>[O:4]1[C:5]2[CH:10]=[CH:9][CH:8]=[C:7]([C:18]([N:13]3[CH2:17][CH:16]=[CH:15][CH2:14]3)=[O:19])[C:6]=2[O:1][CH2:2][CH2:3]1. Procedure: 1,4-Benzodioxan-6-carboxaldehyde is oxidized to the corresponding acid by the procedure of Shriner and Kleiderer in Organic Syntheses, Coll. Vol. 2:538 (1943). Coupling of the acid with 3-pyrroline is conducted by employing the same method as employed for the preparation of Invention Compound V, which uses carbonyl diimidazole in order to activate the carboxylic acid, or any other method known in the art, such as, for example, activation by the reaction of the triethylammonium salt with trimethy... Starting materials: Cl.NC1=C(SC(=C1)Cl)S(=O)(=O)N (3-amino-5-chlorothiophene-2-sulfonamide hydrochloride), C1(=CC=CC=C1)CCCCN=C=S (4-phenylbutyl isothiocyanate). Yields the product ClC1=CC=2NC(=NS(C2S1)(=O)=O)NCCCCC1=CC=CC=C1 (6-Chloro-3-(4-phenylbutyl)amino-4H-thieno[3,2-e]-1,2,4-thiadiazine 1,1-dioxide). As a reaction SMILES: Cl.[NH2:2][C:3]1[CH:7]=[C:6]([Cl:8])[S:5][C:4]=1[S:9]([NH2:12])(=[O:11])=[O:10].[C:13]1([CH2:19][CH2:20][CH2:21][CH2:22][N:23]=[C:24]=S)[CH:18]=[CH:17][CH:16]=[CH:15][CH:14]=1>>[Cl:8][C:6]1[S:5][C:4]2[S:9](=[O:10])(=[O:11])[N:12]=[C:24]([NH:23][CH2:22][CH2:21][CH2:20][CH2:19][C:13]3[CH:18]=[CH:17][CH:16]=[CH:15][CH:14]=3)[NH:2][C:3]=2[CH:7]=1 |f:0.1|. Procedure: The title compound was prepared from 3-amino-5-chlorothiophene-2-sulfonamide hydrochloride and 4-phenylbutyl isothiocyanate by a procedure analogous to the procedure described in example 3Bc-d; mp 201°-205° C.; 1H-NMR (DMSO-d6): δ 1.55 (m, 4H), 2.6 (t, 2H), 3.2 (q, 2H), 7.04 (s, 1H), 7.1-7.4 (m, 6H), 10.94 (br. s, 1H). Starting materials: ClCC1OC(OC1)(C)C (4-chloromethyl-2,2-dimethyl-1,3-dioxolane), [Br-].[Na+] (sodium bromide), C(C)(=O)[O-].[Na+] (sodium acetate). The solvent is CN(C=O)C (N,N-dimethylformamide). Run at temperature 150 celsius, time 15 hour. Yields the product C(C)(=O)OCC1OC(OC1)(C)C (4-acetoxymethyl-2,2-dimethyl-1,3-dioxolane). The yield is 64.0%. Reaction SMILES: Cl[CH2:2][CH:3]1[CH2:7][O:6][C:5]([CH3:9])([CH3:8])[O:4]1.[Br-].[Na+].[C:12]([O-:15])(=[O:14])[CH3:13].[Na+]>CN(C)C=O>[C:12]([O:15][CH2:2][CH:3]1[CH2:7][O:6][C:5]([CH3:9])([CH3:8])[O:4]1)(=[O:14])[CH3:13] |f:1.2,3.4|. Reported procedure: To a mixture of 4-chloromethyl-2,2-dimethyl-1,3-dioxolane (51.60 g, 0.343 mol) prepared by Example 1 and N,N-dimethylformamide (400 ml), sodium bromide (37.04 g, 0.36 mol) and sodium acetate (29.53 g, 0.36 mol) were added and the resulting mixture was stirred for 15 hours at 150° C. After cooling, the salt was filtered off and N,N-dimethylformamide was removed in vacuo. Water was added to the residue and it was extracted with toluene and the extract was washed with saturated brine, dried over an...